From a dataset of the Open Reaction Database (ORD), a public repository of structured organic reaction records. describe an organic reaction: reactants, conditions, products, and yield The reactants are CC(C)(C)N, CN(C)C=O, C(=NC1CCCCC1)=NC1CCCCC1, O=C(O)C(O)c1cccc(Cl)c1, On1nnc2ccccc21. Product: CC(C)(C)NC(=O)C(O)c1cccc(Cl)c1. RXN SMILES: [CH3:28][C:29]([CH3:30])([NH2:31])[CH3:32].[CH3:43][N:44]([CH3:45])[CH:46]=[O:47].[CH:1]1([N:2]=[C:3]=[N:4][CH:5]2[CH2:6][CH2:7][CH2:8][CH2:9][CH2:10]2)[CH2:11][CH2:12][CH2:13][CH2:14][CH2:15]1.[Cl:16][c:17]1[cH:18][c:19]([CH:23]([C:24](=[O:25])[OH:26])[OH:27])[cH:20][cH:21][cH:22]1.[OH:33][n:34]1[c:35]2[cH:36][cH:37][cH:38][cH:39][c:40]2[n:41][n:42]1>>[Cl:16][c:17]1[cH:18][c:19]([CH:23]([C:24](=[O:26])[NH:31][C:29]([CH3:28])([CH3:30])[CH3:32])[OH:27])[cH:20][cH:21][cH:22]1. Reaction SMILES: [C:1]([CH2:4][CH2:5][C:6]1[C:18]([CH2:19][CH2:20][CH2:21][CH2:22][CH2:23][CH2:24][O:25][C:26]2[CH:27]=[C:28]([C:40]3[CH:45]=[CH:44][CH:43]=[C:42]([F:46])[CH:41]=3)[CH:29]=[C:30](C(N3CCNCC3)=O)[CH:31]=2)=[CH:17][CH:16]=[CH:15][C:7]=1[O:8][CH2:9][CH2:10][CH2:11][C:12]([OH:14])=[O:13])([OH:3])=[O:2].C(OC(CCC1C(OCCCC(OCC)=O)=CC=CC=1CCCCCCOC1C=C(C(O)=O)C=C(C2C=CC=C(F)C=2)C=1)=O)C.C(O[C:97]([N:99]1[CH2:105][CH2:104][CH2:103][NH:102][CH2:101][CH2:100]1)=[O:98])(C)(C)C>>[C:1]([CH2:4][CH2:5][C:6]1[C:18]([CH2:19][CH2:20][CH2:21][CH2:22][CH2:23][CH2:24][O:25][C:26]2[CH:27]=[C:28]([C:40]3[CH:45]=[CH:44][CH:43]=[C:42]([F:46])[CH:41]=3)[CH:29]=[C:30]([C:97]([N:99]3[CH2:105][CH2:104][CH2:103][NH:102][CH2:101][CH2:100]3)=[O:98])[CH:31]=2)=[CH:17][CH:16]=[CH:15][C:7]=1[O:8][CH2:9][CH2:10][CH2:11][C:12]([OH:14])=[O:13])([OH:3])=[O:2]. Yields the product C(=O)(O)CCC1=C(OCCCC(=O)O)C=CC=C1CCCCCCOC=1C=C(C=C(C1)C(=O)N1CCNCCC1)C1=CC(=CC=C1)F (4-(2-(2-Carboxy-ethyl)-3-{6-[5-([1,4]diazepane-1-carbonyl)-3′-fluoro-biphenyl-3-yloxy]-hexyl}-phenoxy)-butyric acid). Starting materials: C(=O)(O)CCC1=C(OCCCC(=O)O)C=CC=C1CCCCCCOC=1C=C(C=C(C1)C(=O)N1CCNCC1)C1=CC(=CC=C1)F (4-(2-(2-carboxy-ethyl)-3-{6-[3′-fluoro-5-(piperazine-1-carbonyl)-biphenyl-3-yloxy]-hexyl}-phenoxy)-butyric acid), C(C)OC(=O)CCC1=C(C=CC=C1OCCCC(=O)OCC)CCCCCCOC=1C=C(C=C(C1)C1=CC(=CC=C1)F)C(=O)O (5-{6-[2-(2-ethoxycarbonyl-ethyl)-3-(3-ethoxycarbonyl-propoxy)-phenyl]-hexyloxy}-3′-fluoro-biphenyl-3-carboxylic acid), C(C)(C)(C)OC(=O)N1CCNCCC1 ([1,4]diazepane-1-carboxylic acid tert-butyl ester). Procedure: The title compound was prepared by the same method as 4-(2-(2-carboxy-ethyl)-3-{6-[3′-fluoro-5-(piperazine-1-carbonyl)-biphenyl-3-yloxy]-hexyl}-phenoxy)-butyric acid starting from 5-{6-[2-(2-ethoxycarbonyl-ethyl)-3-(3-ethoxycarbonyl-propoxy)-phenyl]-hexyloxy}-3′-fluoro-biphenyl-3-carboxylic acid and [1,4]diazepane-1-carboxylic acid tert-butyl ester.